Dataset: the Open Reaction Database (ORD), a public repository of structured organic reaction records. Task: describe an organic reaction: reactants, conditions, products, and yield RXN SMILES: [OH:1]OS([O-])=O.[K+].[Br:7][C:8]1[CH:13]=[CH:12][C:11]([S:14][CH3:15])=[C:10]([F:16])[CH:9]=1.[OH2:17]>CO>[Br:7][C:8]1[CH:13]=[CH:12][C:11]([S:14]([CH3:15])(=[O:1])=[O:17])=[C:10]([F:16])[CH:9]=1 |f:0.1|. Product: BrC1=CC(=C(C=C1)S(=O)(=O)C)F (4-bromo-2-fluoro-1-methanesulfonyl-benzene). Run in CO (methanol). The reactants are 54d, O (water), OOS(=O)[O-].[K+] (oxone), BrC1=CC(=C(C=C1)SC)F (4-bromo-2-fluoro-1-methylsulfanyl-benzene). Procedure details: According to the procedure described for 54d the use of oxone® (1.48 g, 1.57 mmol) in 15 mL water and 4-bromo-2-fluoro-1-methylsulfanyl-benzene (347 mg, 1.57 mmol) in 30 mL methanol after 22 h reaction time gives crude title compound as a white solid. Purify by column chromatography, eluting with a gradient from 100:0 to 20:80 hexanes:ethyl acetate to obtain 4-bromo-2-fluoro-1-methanesulfonyl-benzene (220 mg) as a white solid. 1H-NMR (CDCl3) δ=3.21 (s, 3 H), 7.44-7.53 (m, 2H), 7.84 (mc, 1H).